This data is from the Open Reaction Database (ORD), a public repository of structured organic reaction records. The task is: describe an organic reaction: reactants, conditions, products, and yield Reactants: CC(C)(C)O, CC(C)(C)c1cccc(C(C)(C)C)c1O, CN1C(=O)C=CC1=O, [H-], [Na+]. Product: CN1C(=O)CC(c2cc(C(C)(C)C)c(O)c(C(C)(C)C)c2)C1=O. Reaction SMILES: [C:26]([OH:27])([CH3:28])([CH3:29])[CH3:30].[C:3]([CH3:4])([CH3:5])([CH3:6])[c:7]1[c:8]([OH:17])[c:9]([C:13]([CH3:14])([CH3:15])[CH3:16])[cH:10][cH:11][cH:12]1.[CH3:18][N:19]1[C:20](=[O:25])[CH:21]=[CH:22][C:23]1=[O:24].[H-:1].[Na+:2]>>[C:3]([CH3:4])([CH3:5])([CH3:6])[c:7]1[c:8]([OH:17])[c:9]([C:13]([CH3:14])([CH3:15])[CH3:16])[cH:10][c:11]([CH:21]2[C:20](=[O:25])[N:19]([CH3:18])[C:23](=[O:24])[CH2:22]2)[cH:12]1. Starting materials: C(=O)(OCC1C2=CC=CC=C2C2=CC=CC=C12)NCC(=O)NCC(=O)O (Fmoc-glycylglycine), C1(CCCCC1)N=C=NC1CCCCC1 (dicyclohexylcarbodiimide), O.ON1N=NC2=C1C=CC=C2 (1-hydroxybenzotriazole monohydrate), solution, COC1=CC=C(C(C2=CC=C(C=C2)OC)(C2=CC=CC=C2)OCCCCN)C=C1 (4-(4,4′-dimethoxytrityloxy)butylamine), CN(C=O)C (N,N-dimethylformamide), CN(C=O)C (N,N-dimethylformamide). Procedure: To a solution (70 ml) of Fmoc-glycylglycine (Fmoc-GlyGly-OH, purchased from China Langchem) (2.50 g, 7.05 mmol), dicyclohexylcarbodiimide (1.75 g, 8.46 mmol) and 1-hydroxybenzotriazole monohydrate (2.59 g, 16.92 mmol) in anhydrous N,N-dimethylformamide was added a solution (50 ml) of compound 12 (3.31 g, 8.46 mmol) in anhydrous N,N-dimethylformamide under ice-cooling under an argon atmosphere. After removing the ice bath, the mixture was stirred at room temperature overnight under an argon atmos... Conditions: time 8 hour. The yield is 68.0%. The product is COC(CCCNC(CNC(CNC(=O)OCC1C2=CC=CC=C2C2=CC=CC=C12)=O)=O)OC(C1=CC=CC=C1)(C1=CC=C(C=C1)OC)C1=CC=CC=C1 (Fmoc-glycylglycine-4,4′-dimethoxytrityloxybutylamide). As a reaction SMILES: [C:1]([NH:18][CH2:19][C:20]([NH:22][CH2:23][C:24](O)=[O:25])=[O:21])([O:3][CH2:4][CH:5]1[C:17]2[C:12](=[CH:13][CH:14]=[CH:15][CH:16]=2)[C:11]2[C:6]1=[CH:7][CH:8]=[CH:9][CH:10]=2)=[O:2].C1(N=C=NC2CCCCC2)CCCCC1.O.ON1C2C=CC=CC=2N=N1.[CH3:53][O:54][C:55]1[CH:81]=[CH:80][C:58]([C:59]([O:74][CH2:75][CH2:76][CH2:77][CH2:78][NH2:79])([C:68]2[CH:73]=[CH:72][CH:71]=[CH:70][CH:69]=2)[C:60]2[CH:65]=[CH:64][C:63](OC)=[CH:62][CH:61]=2)=[CH:57][CH:56]=1.CN(C)[CH:84]=[O:85]>>[CH3:84][O:85][CH:75]([O:74][C:59]([C:60]1[CH:61]=[CH:62][CH:63]=[CH:64][CH:65]=1)([C:58]1[CH:80]=[CH:81][C:55]([O:54][CH3:53])=[CH:56][CH:57]=1)[C:68]1[CH:73]=[CH:72][CH:71]=[CH:70][CH:69]=1)[CH2:76][CH2:77][CH2:78][NH:79][C:24](=[O:25])[CH2:23][NH:22][C:20](=[O:21])[CH2:19][NH:18][C:1]([O:3][CH2:4][CH:5]1[C:6]2[C:11](=[CH:10][CH:9]=[CH:8][CH:7]=2)[C:12]2[C:17]1=[CH:16][CH:15]=[CH:14][CH:13]=2)=[O:2] |f:2.3|.